From a dataset of the Open Reaction Database (ORD), a public repository of structured organic reaction records. describe an organic reaction: reactants, conditions, products, and yield Reactants: CS(C)=O, Clc1noc2ccccc12, [K+], [K+], NCCC1CCN(Cc2ccccc2)CC1, O=C([O-])[O-]. The product is c1ccc(CN2CCC(CCNc3noc4ccccc34)CC2)cc1. Reaction SMILES: [CH3:33][S:34]([CH3:35])=[O:36].[Cl:1][c:2]1[n:3][o:4][c:5]2[c:6]1[cH:7][cH:8][cH:9][cH:10]2.[K+:27].[K+:28].[NH2:11][CH2:12][CH2:13][CH:14]1[CH2:15][CH2:16][N:17]([CH2:20][c:21]2[cH:22][cH:23][cH:24][cH:25][cH:26]2)[CH2:18][CH2:19]1.[O-:29][C:30]([O-:31])=[O:32]>>[c:2]1([NH:11][CH2:12][CH2:13][CH:14]2[CH2:15][CH2:16][N:17]([CH2:20][c:21]3[cH:22][cH:23][cH:24][cH:25][cH:26]3)[CH2:18][CH2:19]2)[n:3][o:4][c:5]2[c:6]1[cH:7][cH:8][cH:9][cH:10]2. Reactants: NC1=C(C(=NN1C1=C(C=C(C=C1Cl)C(F)(F)F)Cl)C#N)C#C[Si](C)(C)C (5-amino-3-cyano-1-(2,6-dichloro-4-trifluoromethylphenyl)4-trimethylsilylethynylpyrazole), compound, C(Br)(Br)Br (bromoform), N(=O)OCCCC (n-butyl nitrite). The solvent is C(C)#N (acetonitrile). Conditions: temperature 70 celsius. The product is BrC1=C(C(=NN1C1=C(C=C(C=C1Cl)C(F)(F)F)Cl)C#N)C#C[Si](C)(C)C (5-Bromo-3-cyano-1-(2,6-dichloro-4-trifluoromethylphenyl)-4-trimethylsilylethynylpyrazole). RXN SMILES: N[C:2]1[N:6]([C:7]2[C:12]([Cl:13])=[CH:11][C:10]([C:14]([F:17])([F:16])[F:15])=[CH:9][C:8]=2[Cl:18])[N:5]=[C:4]([C:19]#[N:20])[C:3]=1[C:21]#[C:22][Si:23]([CH3:26])([CH3:25])[CH3:24].C(Br)(Br)[Br:28].N(OCCCC)=O>C(#N)C>[Br:28][C:2]1[N:6]([C:7]2[C:12]([Cl:13])=[CH:11][C:10]([C:14]([F:17])([F:16])[F:15])=[CH:9][C:8]=2[Cl:18])[N:5]=[C:4]([C:19]#[N:20])[C:3]=1[C:21]#[C:22][Si:23]([CH3:26])([CH3:25])[CH3:24]. Reported procedure: To a stirred solution of 5-amino-3-cyano-1-(2,6-dichloro-4-trifluoromethylphenyl)4-trimethylsilylethynylpyrazole (30 mg, the compound of Example A2) in acetonitrile (0.5 ml) and bromoform (0.5 ml) was added dropwise over five minutes n-butyl nitrite (0.025 ml). The mixture was heated at 70° C. for 30 minutes, then cooled and evaporated. The residue was purified by column chromatography on silica gel (40 g) eluted with dichloromethane: hexane (1:4) to provide the title compound as a white solid m... The reactants are CNCCNC (N,N′-dimethylethylenediamine), [C-]#N.[Na+] (NaCN), [OH-].[NH4+] (ammonium hydroxide), BrC=1C=C2C=CNC2=CC1 (5-Bromoindole). Reagents/catalysts: [Cu]I (CuI). Solvent: C1(=CC=CC=C1)C (toluene), O (water), C(C)(=O)OCC (ethyl acetate). Conditions: temperature 110 celsius, time 24 hour. The product is N1C=CC2=CC(=CC=C12)C#N (1H-Indole-5-carbonitrile). Isolated yield 94.9%. RXN SMILES: [C-]#N.[Na+].Br[C:5]1[CH:6]=[C:7]2[C:11](=[CH:12][CH:13]=1)[NH:10][CH:9]=[CH:8]2.[CH3:14][NH:15]CCNC.[OH-].[NH4+]>[Cu]I.O.C(OCC)(=O)C.C1(C)C=CC=CC=1>[NH:10]1[C:11]2[C:7](=[CH:6][C:5]([C:14]#[N:15])=[CH:13][CH:12]=2)[CH:8]=[CH:9]1 |f:0.1,4.5|. Procedure details: An oven dried screw cap test tube was charged with NaCN (98 mg, 2.00 mmol) dried KI (55 mg, 0.331 mmol, 20 mol %) and CuI (32 mg, 0.168 mmol, 10 mol %), 5-Bromoindole (327 mg, 1.667 mmol), evacuated and backfilled with argon three times. Anhydrous toluene (1.1 mL) and N,N′-dimethylethylenediamine (180 μL, 1.691 mmol) were added under argon. The tube was sealed and the reaction mixture was stirred magnetically at 110° C. for 24 h. The resulting yellow color suspension was cooled to room temperatu... The reactants are FC(S(=O)(=O)OCCC(C(F)(F)F)(F)F)(F)F (3,3,4,4,4-Pentafluorobutyl trifluoromethanesulphonate), Cl (hydrochloric acid), C1(=CC=CC=C1)C(=NCC(=O)OC)C1=CC=CC=C1 (methyl N-(diphenylmethylene)glycinate), bis(trimethylsilyl)lithium amide. The solvent is C1CCOC1 (THF), C1CCOC1 (THF). Run at temperature -40 celsius, time 10 minute. Yields the product Cl.FC(CC[C@H](N)C(=O)OC)(C(F)(F)F)F (rac-Methyl 5,5,6,6,6-pentafluoronorleucinate hydrochloride). RXN SMILES: C1(C(C2C=CC=CC=2)=[N:8][CH2:9][C:10]([O:12][CH3:13])=[O:11])C=CC=CC=1.FC(F)(F)S(O[CH2:26][CH2:27][C:28]([F:34])([F:33])[C:29]([F:32])([F:31])[F:30])(=O)=O.[ClH:37]>C1COCC1>[ClH:37].[F:33][C:28]([F:34])([C:29]([F:32])([F:31])[F:30])[CH2:27][CH2:26][C@@H:9]([C:10]([O:12][CH3:13])=[O:11])[NH2:8] |f:4.5|. Reported procedure: 132 g (521.0 mmol) of methyl N-(diphenylmethylene)glycinate [described in: WO2010/123792 A1, 2010; p. 11-13] were initially charged in 1000 ml of THF (anhydrous) under argon and cooled to −40° C. 625.2 ml (625.20 mmol) of bis(trimethylsilyl)lithium amide (1 M in THF) were added dropwise within 30 min. After 10 min at −40° C., the internal temperature was allowed to rise to 0° C. within 35 min 192.86 g (651.25 mmol) of 3,3,4,4,4-pentafluorobutyl trifluoromethanesulphonate from Example 24A, dissol... Starting materials: FC(C(=O)NCCC1=CC=C(C=C1)SC1=CC=C(C=C1)O)(F)F (2,2,2-trifluoro-N-[2-[4-[(4-hydroxyphenyl)thio]phenyl]ethyl]acetamide), [OH-].[Na+] (sodium hydroxide). Solvent: CO (methanol). Product: NCCC1=CC=C(C=C1)SC1=CC=C(C=C1)O (4-[[4-(2-aminoethyl)phenyl]thio]phenol). Isolated yield 87.0%. Reaction SMILES: FC(F)(F)C([NH:5][CH2:6][CH2:7][C:8]1[CH:13]=[CH:12][C:11]([S:14][C:15]2[CH:20]=[CH:19][C:18]([OH:21])=[CH:17][CH:16]=2)=[CH:10][CH:9]=1)=O.[OH-].[Na+]>CO>[NH2:5][CH2:6][CH2:7][C:8]1[CH:9]=[CH:10][C:11]([S:14][C:15]2[CH:16]=[CH:17][C:18]([OH:21])=[CH:19][CH:20]=2)=[CH:12][CH:13]=1 |f:1.2|. Reported procedure: To a solution of 2,2,2-trifluoro-N-[2-[4-[(4-hydroxyphenyl)thio]phenyl]ethyl]acetamide (480 mg) in methanol (5.0 ml) was added 1N sodium hydroxide solution (2.8 ml). The mixture was refluxed for 12 hours. The mixture was evaporated under reduced pressure. The residue was dissolved in a mixture of dichloromethane (40 ml), 1N hydrochloric acid solution (2.0 ml) and water (15 ml). After separation, the organic layer was dried over magnesium sulfate and evaporated under reduced pressure to give 4-[[...